The task is: describe an organic reaction: reactants, conditions, products, and yield. This data is from the Open Reaction Database (ORD), a public repository of structured organic reaction records. Reactants: C(C)(C)C1=NC(=C(C(=C1CO)C1=CC=C(C=C1)S(=O)C)C=CCCC)C(C)C (2,6-Diisopropyl-3-hydroxymethyl-4-[4-(methysulfinyl)phenyl]-5-(pent-1-enyl)pyridine), ClC=1C=C(C(=O)OO)C=CC1 (3-chloroperoxybenzoic acid). Run in C(Cl)Cl (methylene chloride), C(Cl)Cl (methylene chloride). Reaction conditions: temperature 0 celsius. The product is C(C)(C)C1=NC(=C(C(=C1CO)C1=CC=C(C=C1)S(=O)(=O)C)C=CCCC)C(C)C (2,6-Diisopropyl-3-hydroxymethyl-4-[4-(methylsulfonyl)phenyl]-5-(pent-1-enyl)pyridine). The yield is 28.7%. As a reaction SMILES: [CH:1]([C:4]1[C:9]([CH2:10][OH:11])=[C:8]([C:12]2[CH:17]=[CH:16][C:15]([S:18]([CH3:20])=[O:19])=[CH:14][CH:13]=2)[C:7]([CH:21]=[CH:22][CH2:23][CH2:24][CH3:25])=[C:6]([CH:26]([CH3:28])[CH3:27])[N:5]=1)([CH3:3])[CH3:2].ClC1C=C(C=CC=1)C(OO)=[O:34]>C(Cl)Cl>[CH:1]([C:4]1[C:9]([CH2:10][OH:11])=[C:8]([C:12]2[CH:17]=[CH:16][C:15]([S:18]([CH3:20])(=[O:34])=[O:19])=[CH:14][CH:13]=2)[C:7]([CH:21]=[CH:22][CH2:23][CH2:24][CH3:25])=[C:6]([CH:26]([CH3:27])[CH3:28])[N:5]=1)([CH3:3])[CH3:2]. Procedure details: 2,6-Diisopropyl-3-hydroxymethyl-4-[4-(methysulfinyl)phenyl]-5-(pent-1-enyl)pyridine (100 mg, 0.261 mmol) (Example 174) was dissolved in methylene chloride (1.5 mL) and stirred at 0° C. under an argon atmosphere. To this mixture was added a solution containing 3-chloroperoxybenzoic acid (“mCPBA”) (85%, 53 mg, 0.261 mmol) in methylene chloride (1 mL). The mixture was stirred for 1.5 h at 0° C. and quenched with the addition of a saturated aqueous solution of NaHO3 (3 mL). The reaction mixture was ...